From a dataset of the Open Reaction Database (ORD), a public repository of structured organic reaction records. describe an organic reaction: reactants, conditions, products, and yield The reactants are CC(C)(C)c1ccc(CC#N)cc1, CCOC(=O)c1c(C)c(C)nn1C, CCOCCOCCO, CO, C[O-], COCCOCCOC, CCCCCCC, Cl, [Na+]. The product is Cc1nn(C)c(C(=O)C(C#N)c2ccc(C(C)(C)C)cc2)c1C. RXN SMILES: [C:1]([CH3:2])([CH3:3])([CH3:4])[c:5]1[cH:6][cH:7][c:8]([CH2:11][C:12]#[N:13])[cH:9][cH:10]1.[CH2:14]([O:16][C:17](=[O:15])[c:19]1[c:20]([CH3:26])[c:21]([CH3:25])[n:22][n:23]1[CH3:24])[CH3:18].[CH2:27]([O:28][CH2:29][CH2:30][O:31][CH2:32][CH2:33][OH:34])[CH3:35].[CH3:36][OH:37].[CH3:38][O-:39].[CH3:42][O:43][CH2:44][CH2:45][O:46][CH2:47][CH2:48][O:49][CH3:50].[CH3:51][CH2:52][CH2:53][CH2:54][CH2:55][CH2:56][CH3:57].[ClH:41].[Na+:40]>>[C:1]([CH3:2])([CH3:3])([CH3:4])[c:5]1[cH:6][cH:7][c:8]([CH:11]([C:12]#[N:13])[C:17](=[O:16])[c:19]2[c:20]([CH3:26])[c:21]([CH3:25])[n:22][n:23]2[CH3:24])[cH:9][cH:10]1.